This data is from the Open Reaction Database (ORD), a public repository of structured organic reaction records. The task is: describe an organic reaction: reactants, conditions, products, and yield The reactants are CC(C)O, ClCC#CCCl, Cl[SiH](Cl)Cl. Product: ClCC=C(CCl)[Si](Cl)(Cl)Cl. As a reaction SMILES: [CH:11]([OH:12])([CH3:13])[CH3:14].[Cl:1][CH2:2][C:3]#[C:4][CH2:5][Cl:6].[Cl:7][SiH:8]([Cl:9])[Cl:10]>>[Cl:1][CH2:2][C:3](=[CH:4][CH2:5][Cl:6])[Si:8]([Cl:7])([Cl:9])[Cl:10]. Starting materials: ice water, [OH-].[K+] (KOH), C1=CC(=CC=C1N)O (p-aminophenol), CN1N=C(N=C1S(=O)(=O)C)C(F)(F)F (1-methyl-3-trifluoromethyl-5-methylsulfonyl-1H-1,2,4-triazole). The solvent is CS(=O)C (dimethyl sulfoxide). Run at time 0.5 hour. Product: CN1N=C(N=C1OC1=CC=C(C=C1)N)C(F)(F)F (1-methyl-3-trifluoromethyl-5-(4-aminophenoxy)-1H-1,2,4-triazole). Reaction SMILES: [OH-].[K+].[CH:3]1[C:8]([NH2:9])=[CH:7][CH:6]=[C:5]([OH:10])[CH:4]=1.[CH3:11][N:12]1[C:16](S(C)(=O)=O)=[N:15][C:14]([C:21]([F:24])([F:23])[F:22])=[N:13]1>CS(C)=O>[CH3:11][N:12]1[C:16]([O:10][C:5]2[CH:6]=[CH:7][C:8]([NH2:9])=[CH:3][CH:4]=2)=[N:15][C:14]([C:21]([F:24])([F:23])[F:22])=[N:13]1 |f:0.1|. Procedure: 8 g of pulverised KOH are added to 10.9 g of p-aminophenol in 120 ml of dimethyl sulfoxide, and the mixture is stirred for 1/2 hour. Then 22.9 g of 1-methyl-3-trifluoromethyl-5-methylsulfonyl-1H-1,2,4-triazole are added, the reaction mixture is stirred for a further 2 hours and subsequently poured into 1 liter of ice water. The precipitated product is isolated by filtration, washed with water and dried. Yield: 19.6 g (76% of theory). Melting point: 111°14 112° C.